From a dataset of the Open Reaction Database (ORD), a public repository of structured organic reaction records. describe an organic reaction: reactants, conditions, products, and yield Starting materials: N#CC1CCNCC1, O=C(NCCC1CCCCC1)c1c(Cl)ccc2nc(Cl)ccc12, Cl. The product is N#CC1CCN(c2ccc3c(C(=O)NCCC4CCCCC4)c(Cl)ccc3n2)CC1. RXN SMILES: [C:25](#[N:26])[CH:27]1[CH2:28][CH2:29][NH:30][CH2:31][CH2:32]1.[Cl:1][c:2]1[n:3][c:4]2[cH:5][cH:6][c:7]([Cl:23])[c:8]([C:12](=[O:13])[NH:14][CH2:15][CH2:16][CH:17]3[CH2:18][CH2:19][CH2:20][CH2:21][CH2:22]3)[c:9]2[cH:10][cH:11]1.[ClH:24]>>[c:2]1([N:30]2[CH2:29][CH2:28][CH:27]([C:25]#[N:26])[CH2:32][CH2:31]2)[n:3][c:4]2[cH:5][cH:6][c:7]([Cl:23])[c:8]([C:12](=[O:13])[NH:14][CH2:15][CH2:16][CH:17]3[CH2:18][CH2:19][CH2:20][CH2:21][CH2:22]3)[c:9]2[cH:10][cH:11]1.